This data is from the Open Reaction Database (ORD), a public repository of structured organic reaction records. The task is: describe an organic reaction: reactants, conditions, products, and yield The reactants are ClC1=CC=C(C=C1)S(=O)(=O)NC(C(=O)NCCCCCCCC(=O)OC)COS(=O)(=O)C ((RS)-2-(4-chlorobenzenesulfonylamino)-3-methanesulfonyloxy-N-(7-methoxycarbonylheptyl)propanamide), N1C=NC=C1 (imidazole). Product: ClC1=CC=C(C=C1)S(=O)(=O)NC(C(=O)NCCCCCCCC(=O)OC)CN1C=NC=C1 ((RS)-2-(4-chlorobenzenesulfonylamino)-3-(1H-imidazol-1yl)-N-(7-methoxycarbonylheptyl)propanamide). RXN SMILES: [Cl:1][C:2]1[CH:7]=[CH:6][C:5]([S:8]([NH:11][CH:12]([CH2:27]OS(C)(=O)=O)[C:13]([NH:15][CH2:16][CH2:17][CH2:18][CH2:19][CH2:20][CH2:21][CH2:22][C:23]([O:25][CH3:26])=[O:24])=[O:14])(=[O:10])=[O:9])=[CH:4][CH:3]=1.[NH:33]1[CH:37]=[CH:36][N:35]=[CH:34]1>>[Cl:1][C:2]1[CH:3]=[CH:4][C:5]([S:8]([NH:11][CH:12]([CH2:27][N:33]2[CH:37]=[CH:36][N:35]=[CH:34]2)[C:13]([NH:15][CH2:16][CH2:17][CH2:18][CH2:19][CH2:20][CH2:21][CH2:22][C:23]([O:25][CH3:26])=[O:24])=[O:14])(=[O:9])=[O:10])=[CH:6][CH:7]=1. Procedure: The procedure described in Example 79 was repeated, except that (RS)-2-(4-chlorobenzenesulfonylamino)-3-methanesulfonyloxy-N-(7-methoxycarbonylheptyl)propanamide (152.2 mg) was reacted with imidazole to obtain the desired (RS)-2-(4-chlorobenzenesulfonylamino)-3-(1H-imidazol-1yl)-N-(7-methoxycarbonylheptyl)propanamide (53.4 ml) together with a less polar by-product. The by-product was not investigated further.